Dataset: the Open Reaction Database (ORD), a public repository of structured organic reaction records. Task: describe an organic reaction: reactants, conditions, products, and yield Reactants: CCCC[O-].[Na+] (sodium butylate), O (water), molecular oxygen, CCCC[O-].[Na+] (sodium butylate), ClC(C=C)CCl (3,4-dichlorobut-1-ene), [OH-].[Na+] (sodium hydroxide), ClC(C=C)CCl (3,4-dichlorobut-1-ene). Solvent: C(CCC)O (n-butanol), C(CCC)O (n-butanol), C(CCC)O (n-butanol), C(CCC)O (n-butanol). The product is CCCC[O-].[Na+].C(CCC)O (sodium butylate n-butanol), ClC(C=C)CCl (3,4-dichlorobut-1-ene). As a reaction SMILES: [CH3:1][CH2:2][CH2:3][CH2:4][O-:5].[Na+:6].[OH-].[Na+].O.[Cl:10][CH:11]([CH2:14][Cl:15])[CH:12]=[CH2:13]>C(O)CCC>[CH3:1][CH2:2][CH2:3][CH2:4][O-:5].[Na+:6].[CH2:4]([OH:5])[CH2:3][CH2:2][CH3:1].[Cl:10][CH:11]([CH2:14][Cl:15])[CH:12]=[CH2:13] |f:0.1,2.3,7.8.9|. Procedure: In order to carry out the process according to the invention, a solution of sodium butylate in n-butanol is first prepared in a manner which is in itself known, for example by dehydrating an aqueous solution of sodium hydroxide by means of n-butanol. The azeotropic dehydration can be so carried out that a binary mixture of n-butanol and water is taken off at the top in a first distillation column, the upper phase obtained after condensation and separation of the layers is returned to the distill...